This data is from the Open Reaction Database (ORD), a public repository of structured organic reaction records. The task is: describe an organic reaction: reactants, conditions, products, and yield Reaction SMILES: [CH:31]([N:32]([CH:33]([CH3:34])[CH3:35])[CH2:36][CH3:37])([CH3:38])[CH3:39].[Cl:1][c:2]1[c:3]([C:11](=[O:12])[OH:13])[cH:4][cH:5][c:6]([C:8](=[O:9])[OH:10])[cH:7]1.[Cl:40][CH2:41][Cl:42].[NH2:14][CH2:15][c:16]1[c:17]2[cH:18][n:19][n:20]([CH:25]3[O:26][CH2:27][CH2:28][CH2:29][CH2:30]3)[c:21]2[cH:22][cH:23][cH:24]1>>[Cl:1][c:2]1[c:3]([C:11](=[O:12])[OH:13])[cH:4][cH:5][c:6]([C:8](=[O:10])[NH:14][CH2:15][c:16]2[c:17]3[cH:18][n:19][n:20]([CH:25]4[O:26][CH2:27][CH2:28][CH2:29][CH2:30]4)[c:21]3[cH:22][cH:23][cH:24]2)[cH:7]1. Product: O=C(NCc1cccc2c1cnn2C1CCCCO1)c1ccc(C(=O)O)c(Cl)c1. Reactants: CCN(C(C)C)C(C)C, O=C(O)c1ccc(C(=O)O)c(Cl)c1, ClCCl, NCc1cccc2c1cnn2C1CCCCO1. Starting materials: C(C1=CC=CC=C1)(=O)SCCC(=O)N[C@@H](CC(C)C)C(=O)O (N-(3-benzoylthiopropanoyl)-L-leucine), C(C1=CC=CC=C1)(=O)SCCC(=O)N[C@@H](C)C(=O)O (N-(3-benzoylthiopropanoyl)-L-alanine). Yields the product SCCC(=O)N[C@@H](CC(C)C)C(=O)O (N-(3-mercaptopropanoyl)-L-leucine). As a reaction SMILES: C([S:9][CH2:10][CH2:11][C:12]([NH:14][C@H:15]([C:20]([OH:22])=[O:21])[CH2:16][CH:17]([CH3:19])[CH3:18])=[O:13])(=O)C1C=CC=CC=1.C(SCCC(N[C@H](C(O)=O)C)=O)(=O)C1C=CC=CC=1>>[SH:9][CH2:10][CH2:11][C:12]([NH:14][C@H:15]([C:20]([OH:22])=[O:21])[CH2:16][CH:17]([CH3:19])[CH3:18])=[O:13]. Reported procedure: By substituting N-(3-benzoylthiopropanoyl)-L-leucine (6.46 g.) for the N-(3-benzoylthiopropanoyl)-L-alanine in the procedure of Example 2, 2.75 g. of N-(3-mercaptopropanoyl)-L-leucine are obtained, m.p. 131°-132°. This material is recrystallized from acetonitrile. The reactants are C(C)(C)(C)NS(=O)(=O)C1=CC(=CC=C1)C=1C=C(C=NC1)C1=NC(=CC(=C1)C1=CC=C(C=C1)C(F)(F)F)C (N-tert-butyl-3-[6-methyl-4-(4-trifluoromethylphenyl)-[2,3′]bipyridinyl-5′-yl]-benzenesulfonamide), C(=O)(C(F)(F)F)O (TFA). Run in ClCCl (dichloromethane). The product is CC1=CC(=CC(=N1)C=1C=NC=C(C1)C=1C=C(C=CC1)S(=O)(=O)N)C1=CC=C(C=C1)C(F)(F)F (3-[6-Methyl-4-(4-trifluoromethyl-phenyl)-[2,3′]bipyridinyl-5′-yl]-benzenesulfonamide). Yield: 95.5%. RXN SMILES: C([NH:5][S:6]([C:9]1[CH:14]=[CH:13][CH:12]=[C:11]([C:15]2[CH:16]=[C:17]([C:21]3[CH:26]=[C:25]([C:27]4[CH:32]=[CH:31][C:30]([C:33]([F:36])([F:35])[F:34])=[CH:29][CH:28]=4)[CH:24]=[C:23]([CH3:37])[N:22]=3)[CH:18]=[N:19][CH:20]=2)[CH:10]=1)(=[O:8])=[O:7])(C)(C)C.C(O)(C(F)(F)F)=O>ClCCl>[CH3:37][C:23]1[N:22]=[C:21]([C:17]2[CH:18]=[N:19][CH:20]=[C:15]([C:11]3[CH:10]=[C:9]([S:6]([NH2:5])(=[O:8])=[O:7])[CH:14]=[CH:13][CH:12]=3)[CH:16]=2)[CH:26]=[C:25]([C:27]2[CH:32]=[CH:31][C:30]([C:33]([F:36])([F:34])[F:35])=[CH:29][CH:28]=2)[CH:24]=1. Reported procedure: To a stirred and cooled suspension of N-tert-butyl-3-[6-methyl-4-(4-trifluoromethylphenyl)-[2,3′]bipyridinyl-5′-yl]-benzenesulfonamide (example 288) (0.150 g, 0.29 mmol) in dichloromethane (0.9 mL) was added TFA (6.3 mL) and the reaction mixture was allowed to stir at room temperature for 16 h. The mixture was evaporated to dryness and saturated NaHCO3 solution (5 mL), diethyl ether and heptane were added. The mixture was stirred at room temperature for 1 h, the precipitate was collected by filt... The reactants are BrC1=CC=C(C=C1)NC1=C(C=NC2=CC=C(C=C12)[N+](=O)[O-])C#N (4-[(4-bromophenyl)amino]-6-nitro-quinoline-3-carbonitrile), Cl[Sn]Cl (SnCl2). The solvent is C(C)O (ethanol). Run at time 4 hour. The product is NC=1C=C2C(=C(C=NC2=CC1)C#N)NC1=CC=C(C=C1)Br (6-Amino-4-[(4-bromophenyl)amino]-quinoline-3-carbonitrile). Yield: 79.5%. As a reaction SMILES: [Br:1][C:2]1[CH:7]=[CH:6][C:5]([NH:8][C:9]2[C:18]3[C:13](=[CH:14][CH:15]=[C:16]([N+:19]([O-])=O)[CH:17]=3)[N:12]=[CH:11][C:10]=2[C:22]#[N:23])=[CH:4][CH:3]=1.Cl[Sn]Cl>C(O)C>[NH2:19][C:16]1[CH:17]=[C:18]2[C:13](=[CH:14][CH:15]=1)[N:12]=[CH:11][C:10]([C:22]#[N:23])=[C:9]2[NH:8][C:5]1[CH:6]=[CH:7][C:2]([Br:1])=[CH:3][CH:4]=1. Procedure: A mixture of 3.10 g (8.40 mmol) 4-[(4-bromophenyl)amino]-6-nitro-quinoline-3-carbonitrile, 155 ml ethanol, and 9.47 g (42.0 mmol) SnCl2 dehydrate was heated to reflux under N2. After 4 hours, removed heat and added ice water. Made basic with sodium bicarbonate and stirred for 2 hours. With mixture still basic, extracted with chloroform, stirred organic layer with Darco and dried with sodium sulfate. Filtered, stripped solvent and dried in vacuo, giving 2.265 g of brown-yellow solid: mass spectru... Reactants: FC(C1=CC=C(C=C1)S(=O)(=O)Cl)(F)F (4-trifluoromethylbenzenesulfonyl chloride), C(C)(C)N(CC)C(C)C (diisopropylethylamine), N[C@@H](CC1=CC=C(OCCCC(=O)O)C=C1)C(=O)OC(C)(C)C (4-[4-((2S)-2-amino-2-tert-butoxycarbonyl-ethyl)-phenoxy]-butyric acid). The solvent is CN(C)C=O (DMF). Run at temperature 0 celsius, time 2 hour. Product: C(C)(C)(C)OC(=O)[C@H](CC1=CC=C(OCCCC(=O)O)C=C1)NS(=O)(=O)C1=CC=C(C=C1)C(F)(F)F (4-{4-[(2S)-2-tert-Butoxycarbonyl-2-(4-trifluoromethylbenzensulfonylamino)ethyl]-phenoxy}-butyric acid). Reaction SMILES: [NH2:1][C@H:2]([C:17]([O:19][C:20]([CH3:23])([CH3:22])[CH3:21])=[O:18])[CH2:3][C:4]1[CH:16]=[CH:15][C:7]([O:8][CH2:9][CH2:10][CH2:11][C:12]([OH:14])=[O:13])=[CH:6][CH:5]=1.[F:24][C:25]([F:37])([F:36])[C:26]1[CH:31]=[CH:30][C:29]([S:32](Cl)(=[O:34])=[O:33])=[CH:28][CH:27]=1.C(N(C(C)C)CC)(C)C>CN(C=O)C>[C:20]([O:19][C:17]([C@@H:2]([NH:1][S:32]([C:29]1[CH:28]=[CH:27][C:26]([C:25]([F:24])([F:36])[F:37])=[CH:31][CH:30]=1)(=[O:34])=[O:33])[CH2:3][C:4]1[CH:16]=[CH:15][C:7]([O:8][CH2:9][CH2:10][CH2:11][C:12]([OH:14])=[O:13])=[CH:6][CH:5]=1)=[O:18])([CH3:23])([CH3:22])[CH3:21]. Procedure details: 210.5 mg of 4-[4-((2S)-2-amino-2-tert-butoxycarbonyl-ethyl)-phenoxy]-butyric acid were dissolved in 2 ml of DMF and cooled to 0° C. 269 mg of 4-trifluoromethylbenzenesulfonyl chloride and 284 mg of diisopropylethylamine were added and the reaction mixture was stirred at 0° C. for 2 hours. The reaction mixture was cooled to −25° C. for 16 hours and then warmed to room temperature. The reaction was quenched by the addition of water, and the mixture was extracted three times with dichloromethane. T... Starting materials: C1CCOC1, COC(=O)c1cccc(COc2cccc(-c3nc(C4CCC4)n4ccnc(N)c34)c2)c1, [Na+], [OH-]. The product is Nc1nccn2c(C3CCC3)nc(-c3cccc(OCc4cccc(C(=O)O)c4)c3)c12. As a reaction SMILES: [CH2:35]1[O:36][CH2:37][CH2:38][CH2:39]1.[CH3:1][O:2][C:3]([c:4]1[cH:5][c:6]([CH2:10][O:11][c:12]2[cH:13][c:14](-[c:18]3[n:19][c:20]([CH:28]4[CH2:29][CH2:30][CH2:31]4)[n:21]4[c:22]3[c:23]([NH2:27])[n:24][cH:25][cH:26]4)[cH:15][cH:16][cH:17]2)[cH:7][cH:8][cH:9]1)=[O:32].[Na+:34].[OH-:33]>>[O:2]=[C:3]([c:4]1[cH:5][c:6]([CH2:10][O:11][c:12]2[cH:13][c:14](-[c:18]3[n:19][c:20]([CH:28]4[CH2:29][CH2:30][CH2:31]4)[n:21]4[c:22]3[c:23]([NH2:27])[n:24][cH:25][cH:26]4)[cH:15][cH:16][cH:17]2)[cH:7][cH:8][cH:9]1)[OH:32]. Starting materials: C1(CCCC1)N1C2=C(C3=C1N=C(N=C3)N)C=CN=C2F (9-Cyclopentyl-8-fluoro-9H-pyrido[4′,3′:4,5]pyrrolo[2,3-d]pyrimidin-2-amine), [Si](C)(C)(C(C)(C)C)OCCC1CCN(CC1)C=1C=CC(=NC1)Cl (5-(4-(2-(t-Butyldimethylsilyloxy)ethyl)piperidin-1-yl)-2-chloropyridine), C1(=CC=CC=C1)P(C1=CC=CC=2C(C3=CC=CC(=C3OC12)P(C1=CC=CC=C1)C1=CC=CC=C1)(C)C)C1=CC=CC=C1 (4,5-bis(diphenylphosphino)-9,9-dimethyl-9H-xanthene), CC(C)([O-])C.[Na+] (sodium t-butoxide). Reagents/catalysts: C=1C=CC(=CC1)/C=C/C(=O)/C=C/C2=CC=CC=C2.C=1C=CC(=CC1)/C=C/C(=O)/C=C/C2=CC=CC=C2.C=1C=CC(=CC1)/C=C/C(=O)/C=C/C2=CC=CC=C2.[Pd].[Pd] (tris(dibenzylideneacetone)dipalladium). The solvent is O1CCOCC1 (dioxane). Run at temperature 120 celsius. Yields the product [Si](C)(C)(C(C)(C)C)OCCC1CCN(CC1)C=1C=CC(=NC1)NC=1N=CC2=C(N1)N(C1=C2C=CN=C1F)C1CCCC1 (N-(5-(4-(2-((tert-butyl(dimethyl)silyl)oxy)ethyl)-1-piperidinyl)-2-pyridinyl)-9-cyclopentyl-8-fluoro-9H-pyrido[4′,3′:4,5]pyrrolo[2,3-d]pyrimidin-2-amine). The yield is 0.1%. RXN SMILES: [CH:1]1([N:6]2[C:10]3[N:11]=[C:12]([NH2:15])[N:13]=[CH:14][C:9]=3[C:8]3[CH:16]=[CH:17][N:18]=[C:19]([F:20])[C:7]2=3)[CH2:5][CH2:4][CH2:3][CH2:2]1.[Si:21]([O:28][CH2:29][CH2:30][CH:31]1[CH2:36][CH2:35][N:34]([C:37]2[CH:38]=[CH:39][C:40](Cl)=[N:41][CH:42]=2)[CH2:33][CH2:32]1)([C:24]([CH3:27])([CH3:26])[CH3:25])([CH3:23])[CH3:22].C1(P(C2C=CC=CC=2)C2C3OC4C(=CC=CC=4P(C4C=CC=CC=4)C4C=CC=CC=4)C(C)(C)C=3C=CC=2)C=CC=CC=1.CC(C)([O-])C.[Na+]>C1C=CC(/C=C/C(/C=C/C2C=CC=CC=2)=O)=CC=1.C1C=CC(/C=C/C(/C=C/C2C=CC=CC=2)=O)=CC=1.C1C=CC(/C=C/C(/C=C/C2C=CC=CC=2)=O)=CC=1.[Pd].[Pd].O1CCOCC1>[Si:21]([O:28][CH2:29][CH2:30][CH:31]1[CH2:32][CH2:33][N:34]([C:37]2[CH:38]=[CH:39][C:40]([NH:15][C:12]3[N:13]=[CH:14][C:9]4[C:8]5[CH:16]=[CH:17][N:18]=[C:19]([F:20])[C:7]=5[N:6]([CH:1]5[CH2:2][CH2:3][CH2:4][CH2:5]5)[C:10]=4[N:11]=3)=[N:41][CH:42]=2)[CH2:35][CH2:36]1)([C:24]([CH3:27])([CH3:25])[CH3:26])([CH3:23])[CH3:22] |f:3.4,5.6.7.8.9|. Procedure: A 10 mL microwave reaction tube was charged with compound 245 (80.0 mg, 295 mmol), 5-(4-(2-(t-butyldimethylsilyloxy)ethyl)piperidin-1-yl)-2-chloropyridine (293) (105 mg, 295 mmol), tris(dibenzylideneacetone)dipalladium (0) (20.3 mg, 22.1 mmol), 4,5-bis(diphenylphosphino)-9,9-dimethyl-9H-xanthene (25.6 mg, 44.2 mmol), sodium t-butoxide (56.7 mg, 590 mmol), and dioxane (3 mL). The reaction was purged with argon and heated with microwave energy (300 W) for 3.5 hours at 120° C. The reaction was take...